From a dataset of the Open Reaction Database (ORD), a public repository of structured organic reaction records. describe an organic reaction: reactants, conditions, products, and yield Reactants: CCO, Cl, CCOC(=O)c1cn2c3c(c(NCCNc4ccccn4)c(F)c(F)c3c1=O)OCC2c1ccccc1, [Na+], [OH-], O. The product is O=C(O)c1cn2c3c(c(NCCNc4ccccn4)c(F)c(F)c3c1=O)OCC2c1ccccc1. As a reaction SMILES: [CH3:42][CH2:43][OH:44].[ClH:40].[F:1][c:2]1[c:3]([F:37])[c:4]([NH:27][CH2:28][CH2:29][NH:30][c:31]2[n:32][cH:33][cH:34][cH:35][cH:36]2)[c:5]2[c:6]3[n:7]([cH:17][c:18]([C:22](=[O:23])[O:24][CH2:25][CH3:26])[c:19](=[O:21])[c:20]13)[CH:8]([c:11]1[cH:12][cH:13][cH:14][cH:15][cH:16]1)[CH2:9][O:10]2.[Na+:39].[OH-:38].[OH2:41]>>[F:1][c:2]1[c:3]([F:37])[c:4]([NH:27][CH2:28][CH2:29][NH:30][c:31]2[n:32][cH:33][cH:34][cH:35][cH:36]2)[c:5]2[c:6]3[n:7]([cH:17][c:18]([C:22](=[O:23])[OH:24])[c:19](=[O:21])[c:20]13)[CH:8]([c:11]1[cH:12][cH:13][cH:14][cH:15][cH:16]1)[CH2:9][O:10]2.